This data is from the Open Reaction Database (ORD), a public repository of structured organic reaction records. The task is: describe an organic reaction: reactants, conditions, products, and yield RXN SMILES: [CH3:36][C:37](=[O:38])[CH3:39].[NH2:1][c:2]1[n:3][c:4]2[cH:5][cH:6][c:7]([O:23][c:24]3[cH:25][cH:26][cH:27][cH:28][cH:29]3)[cH:8][c:9]2[cH:10][c:11]1[CH:12]([CH2:13][CH2:14][CH2:15][OH:16])[CH:17]1[CH2:18][CH2:19][CH2:20][CH2:21][CH2:22]1.[OH2:35].[S:30]([OH:31])(=[O:32])(=[O:33])[OH:34]>>[NH2:1][c:2]1[n:3][c:4]2[cH:5][cH:6][c:7]([O:23][c:24]3[cH:25][cH:26][cH:27][cH:28][cH:29]3)[cH:8][c:9]2[cH:10][c:11]1[CH:12]([CH2:13][CH2:14][C:15](=[O:16])[OH:31])[CH:17]1[CH2:18][CH2:19][CH2:20][CH2:21][CH2:22]1. Product: Nc1nc2ccc(Oc3ccccc3)cc2cc1C(CCC(=O)O)C1CCCCC1. The reactants are CC(C)=O, Nc1nc2ccc(Oc3ccccc3)cc2cc1C(CCCO)C1CCCCC1, O, O=S(=O)(O)O. Starting materials: N(=O)[O-].[Na+] (sodium nitrite), C(C)(=O)O (acetic acid), C(C)N(CCCN1N=C(C=2C1=NC(=NC2N)C2=CC=NC=C2)C)CC (1-(3-diethylaminopropyl)-3-methyl-6-(4-pyridyl)-pyrazolo[3,4-d]pyrimidin-4-amine), [OH-].[NH4+] (ammonium hydroxide). Conditions: time 1 hour. As a reaction SMILES: [CH2:1]([N:3]([CH2:24][CH3:25])[CH2:4][CH2:5][CH2:6][N:7]1[C:11]2=[N:12][C:13]([C:17]3[CH:22]=[CH:21][N:20]=[CH:19][CH:18]=3)=[N:14][C:15](N)=[C:10]2[C:9]([CH3:23])=[N:8]1)[CH3:2].N([O-])=[O:27].[Na+].[OH-].[NH4+].C(O)(=O)C>S(=O)(=O)(O)O.O>[CH2:1]([N:3]([CH2:24][CH3:25])[CH2:4][CH2:5][CH2:6][N:7]1[C:11]2=[N:12][C:13]([C:17]3[CH:22]=[CH:21][N:20]=[CH:19][CH:18]=3)=[N:14][C:15](=[O:27])[C:10]2=[C:9]([CH3:23])[NH:8]1)[CH3:2] |f:1.2,3.4|. Product: C(C)N(CCCN1NC(=C2C1=NC(=NC2=O)C2=CC=NC=C2)C)CC (1-(3-diethylaminopropyl)-3-methyl-6-(4-pyridyl)pyrazolo[3,4-d]pyrimidin-4-one). Isolated yield 66.0%. Run in O (water), S(O)(O)(=O)=O (sulfuric acid). Procedure: A solution of 1-(3-diethylaminopropyl)-3-methyl-6-(4-pyridyl)-pyrazolo[3,4-d]pyrimidin-4-amine in 50% sulfuric acid (25 ml) was cooled to 0° C. and stirred for 1 hour. A solution of sodium nitrite (0.78 g, 11.4 mmol) in water (5-7 ml) was added and the reaction mixture was stirred at 0° C. for 4 hours, then at room temperature for 24 hours. The reaction mixture was poured onto ice-water, treated with ammonium hydroxide and the pH adjusted to 7 with acetic acid. The aqueous layer was extracted wi... Reactants: C=O, O=CO, Clc1ccc(C2c3cc(Cl)ccc3CC3CNCC32)cc1. The product is CN1CC2Cc3ccc(Cl)cc3C(c3ccc(Cl)cc3)C2C1. RXN SMILES: [CH2:22]=[O:23].[CH:24]([OH:25])=[O:26].[Cl:1][c:2]1[cH:3][c:4]2[c:5]([cH:20][cH:21]1)[CH2:6][CH:7]1[CH2:8][NH:9][CH2:10][CH:11]1[CH:12]2[c:13]1[cH:14][cH:15][c:16]([Cl:19])[cH:17][cH:18]1>>[Cl:1][c:2]1[cH:3][c:4]2[c:5]([cH:20][cH:21]1)[CH2:6][CH:7]1[CH2:8][N:9]([CH3:22])[CH2:10][CH:11]1[CH:12]2[c:13]1[cH:14][cH:15][c:16]([Cl:19])[cH:17][cH:18]1. Reactants: FC=1C=C(C=CC1OC)C=1C=C(C(NN1)=O)C(=O)OC (6-(3-fluoro-4-methoxyphenyl)-4-methoxycarbonyl-2H-pyridazin-3-one), BrCC(C)C (1-bromo-2-methylpropane). Yields the product FC=1C=C(C=CC1OC)C=1C=C(C(N(N1)CC(C)C)=O)C(=O)OC (6-(3-Fluoro-4-methoxyphenyl)-2-isobutyl-4-methoxycarbonyl-2H-pyridaz in-3 -one). Yield: 69.9%. As a reaction SMILES: [F:1][C:2]1[CH:3]=[C:4]([C:10]2[CH:11]=[C:12]([C:17]([O:19][CH3:20])=[O:18])[C:13](=[O:16])[NH:14][N:15]=2)[CH:5]=[CH:6][C:7]=1[O:8][CH3:9].Br[CH2:22][CH:23]([CH3:25])[CH3:24]>>[F:1][C:2]1[CH:3]=[C:4]([C:10]2[CH:11]=[C:12]([C:17]([O:19][CH3:20])=[O:18])[C:13](=[O:16])[N:14]([CH2:22][CH:23]([CH3:25])[CH3:24])[N:15]=2)[CH:5]=[CH:6][C:7]=1[O:8][CH3:9]. Procedure details: Using 6-(3-fluoro-4-methoxyphenyl)-4-methoxycarbonyl-2H-pyridazin-3-one and 1-bromo-2-methylpropane as starting materials, the procedures of Example 1 were repeated likewise, whereby the title compound was obtained in a yield of 69.9%. Starting materials: CCN(CC)C(=O)CO, CC(C)O, FC(F)(F)c1nsc(Cl)n1, [K+], [OH-], O. The product is CCN(CC)C(=O)COc1nc(C(F)(F)F)ns1. Reaction SMILES: [CH2:11]([CH3:12])[N:13]([C:14]([CH2:15][OH:16])=[O:17])[CH2:18][CH3:19].[CH:22]([OH:23])([CH3:24])[CH3:25].[Cl:1][c:2]1[n:3][c:4]([C:7]([F:8])([F:9])[F:10])[n:5][s:6]1.[K+:21].[OH-:20].[OH2:26]>>[c:2]1([O:16][CH2:15][C:14]([N:13]([CH2:11][CH3:12])[CH2:18][CH3:19])=[O:17])[n:3][c:4]([C:7]([F:8])([F:9])[F:10])[n:5][s:6]1. Product: O1C(=CC=C1)CNC(C1=CC(=CC=C1)SCC1=C(C=CC=2C(CCCC12)=O)O[C@H](CN1C=NC=C1)C1=CC=CC=C1)=O (N-(2-Furylmethyl)-3-{[(2-{[(1S)-2-(1H-imidazol-1-yl)-1-phenylethyl]oxy}-5-oxo-5,6,7,8-tetrahydro-1-naphthalenyl)methyl]sulfanyl}benzamide). Yield: 96.9%. Procedure: Using the method in Example 172, 3-{[(2-{[(1S)-2-(1H-imidazol-1-yl)-1-phenylethyl]oxy}-5-oxo-5,6,7,8-tetrahydro-1-naphthalenyl)methyl]sulfanyl}benzoic acid (50 mg, 0.10 mmol, 0.20M in DMF) and furfurylamine (29 mg, 0.30 mmol, 0.6M in DMF) were combined to give 56 mg of the desired compound: Low resolution mass spectrum (LC-MS, APCI) m/z 578 [M+H]+. RXN SMILES: [N:1]1([CH2:6][C@@H:7]([O:14][C:15]2[CH:24]=[CH:23][C:22]3[C:21](=[O:25])[CH2:20][CH2:19][CH2:18][C:17]=3[C:16]=2[CH2:26][S:27][C:28]2[CH:29]=[C:30]([CH:34]=[CH:35][CH:36]=2)[C:31](O)=[O:32])[C:8]2[CH:13]=[CH:12][CH:11]=[CH:10][CH:9]=2)[CH:5]=[CH:4][N:3]=[CH:2]1.[CH2:37]([NH2:43])[C:38]1[O:42][CH:41]=[CH:40][CH:39]=1>>[O:42]1[CH:41]=[CH:40][CH:39]=[C:38]1[CH2:37][NH:43][C:31](=[O:32])[C:30]1[CH:34]=[CH:35][CH:36]=[C:28]([S:27][CH2:26][C:16]2[C:17]3[CH2:18][CH2:19][CH2:20][C:21](=[O:25])[C:22]=3[CH:23]=[CH:24][C:15]=2[O:14][C@@H:7]([C:8]2[CH:13]=[CH:12][CH:11]=[CH:10][CH:9]=2)[CH2:6][N:1]2[CH:5]=[CH:4][N:3]=[CH:2]2)[CH:29]=1. Starting materials: N1(C=NC=C1)C[C@H](C1=CC=CC=C1)OC1=C(C=2CCCC(C2C=C1)=O)CSC=1C=C(C(=O)O)C=CC1 (3-{[(2-{[(1S)-2-(1H-imidazol-1-yl)-1-phenylethyl]oxy}-5-oxo-5,6,7,8-tetrahydro-1-naphthalenyl)methyl]sulfanyl}benzoic acid), C(C1=CC=CO1)N (furfurylamine). Starting materials: C(C1=CC=CC=C1)SC1=NC2=C(N1[C@@H]1[C@@H](O)[C@@H](O)[C@H](O1)CO)C=C(C(=C2)Cl)Cl (2-benzylthio-5,6-dichloro-1-(α-D-lyxofuranosyl)benzimidazole), CI (methyl iodide). Yields the product ClC1=CC2=C(N(C(=N2)SC)[C@H]2[C@H](O)[C@H](O)[C@@H](O2)CO)C=C1Cl (5,6-dichloro-1-(α-L-lyxofuranosyl)-2-(methylthio)benzimidazole). RXN SMILES: [CH2:1]([S:8][C:9]1[N:13]([C@H:14]2[O:20][C@H:19]([CH2:21][OH:22])[C@H:17]([OH:18])[C@@H:15]2[OH:16])[C:12]2[CH:23]=[C:24]([Cl:28])[C:25]([Cl:27])=[CH:26][C:11]=2[N:10]=1)C1C=CC=CC=1.CI>>[Cl:27][C:25]1[C:24]([Cl:28])=[CH:23][C:12]2[N:13]([C@@H:14]3[O:20][C@@H:19]([CH2:21][OH:22])[C@@H:17]([OH:18])[C@H:15]3[OH:16])[C:9]([S:8][CH3:1])=[N:10][C:11]=2[CH:26]=1. Procedure: The procedure is the same as that described for compound 11b, except that methyl iodide (0.06 mL, 1.0 mmole) was used instead of benzylbromide. The TLC (co-spots solvent system 1) and proton spectrum were identical to that obtained for compound 12a. Yield: 142 mg (39%) as white crystals. Mp: 204-206° C. Anal. (C13H14O4N2Cl2S) C, H, N. Reactants: [BH4-], CO, N#Cc1ccccc1-c1ccc(C=O)c(C(F)(F)F)c1, [Na+]. Reaction SMILES: [BH4-:21].[CH3:23][OH:24].[CH:1](=[O:2])[c:3]1[c:4]([C:17]([F:18])([F:19])[F:20])[cH:5][c:6](-[c:9]2[c:10]([C:15]#[N:16])[cH:11][cH:12][cH:13][cH:14]2)[cH:7][cH:8]1.[Na+:22]>>[CH2:1]([OH:2])[c:3]1[c:4]([C:17]([F:18])([F:19])[F:20])[cH:5][c:6](-[c:9]2[c:10]([C:15]#[N:16])[cH:11][cH:12][cH:13][cH:14]2)[cH:7][cH:8]1. The product is N#Cc1ccccc1-c1ccc(CO)c(C(F)(F)F)c1. Starting materials: O=C(O)C1CCCN1C(=O)OCc1ccccc1, CCOC(=O)C(N)CC(C)C, CN1CCOCC1, CCOC(C)=O, ClC(Cl)Cl, Cl, CS(=O)(=O)On1nnc2ccccc2c1=O, O. Product: CCOC(=O)C(CC(C)C)NC(=O)C1CCCN1C(=O)OCc1ccccc1. Reaction SMILES: [CH2:1]([c:2]1[cH:3][cH:4][cH:5][cH:6][cH:7]1)[O:8][C:9](=[O:10])[N:11]1[CH:12]([C:13](=[O:14])[OH:15])[CH2:16][CH2:17][CH2:18]1.[CH2:20]([CH3:21])[O:22][C:23]([CH:24]([NH2:25])[CH2:26][CH:27]([CH3:28])[CH3:29])=[O:30].[CH3:31][N:32]1[CH2:33][CH2:34][O:35][CH2:36][CH2:37]1.[CH3:58][CH2:59][O:60][C:61](=[O:62])[CH3:63].[CH:54]([Cl:55])([Cl:56])[Cl:57].[ClH:19].[O:38]=[c:39]1[c:40]2[cH:41][cH:42][cH:43][cH:44][c:45]2[n:46][n:47][n:48]1[O:49][S:50]([CH3:51])(=[O:52])=[O:53].[OH2:64]>>[CH2:1]([c:2]1[cH:3][cH:4][cH:5][cH:6][cH:7]1)[O:8][C:9](=[O:10])[N:11]1[CH:12]([C:13](=[O:15])[NH:25][CH:24]([C:23]([O:22][CH2:20][CH3:21])=[O:30])[CH2:26][CH:27]([CH3:28])[CH3:29])[CH2:16][CH2:17][CH2:18]1. The reactants are Cl (HCl), [H-].[Na+] (NaH), C(C(=O)OCC)(=O)OCC (diethyl oxalate), CN1C(CCC1)=O (N-methylpyrrolidone). Solvent: C(C)OCC (diethyl ether). Reaction conditions: temperature 40 celsius, time 21 hour. Product: CN1C(C(CC1)C(C(=O)OCC)=O)=O (Ethyl (1-methyl-2-oxopyrrolidin-3-yl)(oxo)acetate). Reaction SMILES: [H-].[Na+].[CH3:3][N:4]1[CH2:8][CH2:7][CH2:6][C:5]1=[O:9].[C:10](OCC)(=[O:16])[C:11]([O:13][CH2:14][CH3:15])=[O:12].Cl>C(OCC)C>[CH3:3][N:4]1[CH2:8][CH2:7][CH:6]([C:10](=[O:16])[C:11]([O:13][CH2:14][CH3:15])=[O:12])[C:5]1=[O:9] |f:0.1|. Procedure details: 13.20 g of 60% NaH (in paraffin oil) (0.33 mol) was added to 100 ml of dry diethyl ether. With vigorous stirring, 19.83 g (0.20 mol) of N-methylpyrrolidone were added. Then within one hour 121.30 g (0.83 mol) of diethyl oxalate were added dropwise. After the addition the suspension was heated to 40° C. and stirred for 21 hours. The reaction mixture was then cooled in an ice bath, mixed with 66 ml 5M HCl and the resulting 2-phase mixture was filtered once. Then the two phases were separated, and ...